Dataset: the Open Reaction Database (ORD), a public repository of structured organic reaction records. Task: describe an organic reaction: reactants, conditions, products, and yield Reactants: [BH4-], CCOCC, CCOC(C)=O, [Cl-], [Cl-], Cl, CCOC(=O)C(Cc1ccc(OC)cc1)C(=O)c1ccc(F)cc1, [Na+], O, [Zn+2]. Product: CCOC(=O)C(Cc1ccc(OC)cc1)C(O)c1ccc(F)cc1. Reaction SMILES: [BH4-:1].[CH3:29][CH2:30][O:31][CH2:32][CH3:33].[CH3:37][CH2:38][O:39][C:40](=[O:41])[CH3:42].[Cl-:34].[Cl-:36].[ClH:27].[F:3][c:4]1[cH:5][cH:6][c:7]([C:10]([CH:11]([C:12](=[O:13])[O:14][CH2:15][CH3:16])[CH2:17][c:18]2[cH:19][cH:20][c:21]([O:24][CH3:25])[cH:22][cH:23]2)=[O:26])[cH:8][cH:9]1.[Na+:2].[OH2:28].[Zn+2:35]>>[F:3][c:4]1[cH:5][cH:6][c:7]([CH:10]([CH:11]([C:12](=[O:13])[O:14][CH2:15][CH3:16])[CH2:17][c:18]2[cH:19][cH:20][c:21]([O:24][CH3:25])[cH:22][cH:23]2)[OH:26])[cH:8][cH:9]1.